Dataset: the Open Reaction Database (ORD), a public repository of structured organic reaction records. Task: describe an organic reaction: reactants, conditions, products, and yield Starting materials: NC=1C=C(C(=O)NC(C)C=2C=NC(=CC2)OCC(F)(F)F)C=CN1 (2-amino-N-(1-(6-(2,2,2-trifluoroethoxy)pyridin-3-yl)ethyl)isonicotinamide), N1=CC=CC=C1 (pyridine), C(C(C)C)(=O)Cl (isobutyryl chloride). The solvent is CN(C(C)=O)C (N,N-dimethylacetamide). Conditions: time 2 hour. Product: C(C(C)C)(=O)NC=1C=C(C(=O)NC(C)C=2C=NC(=CC2)OCC(F)(F)F)C=CN1 (2-isobutyramido-N-(1-(6-(2,2,2-trifluoroethoxy)pyridin-3-yl)ethyl)isonicotinamide). The yield is 43.1%. As a reaction SMILES: [NH2:1][C:2]1[CH:3]=[C:4]([CH:22]=[CH:23][N:24]=1)[C:5]([NH:7][CH:8]([C:10]1[CH:11]=[N:12][C:13]([O:16][CH2:17][C:18]([F:21])([F:20])[F:19])=[CH:14][CH:15]=1)[CH3:9])=[O:6].N1C=CC=CC=1.[C:31](Cl)(=[O:35])[CH:32]([CH3:34])[CH3:33]>CN(C)C(=O)C>[C:31]([NH:1][C:2]1[CH:3]=[C:4]([CH:22]=[CH:23][N:24]=1)[C:5]([NH:7][CH:8]([C:10]1[CH:11]=[N:12][C:13]([O:16][CH2:17][C:18]([F:21])([F:19])[F:20])=[CH:14][CH:15]=1)[CH3:9])=[O:6])(=[O:35])[CH:32]([CH3:34])[CH3:33]. Procedure details: To a mixture of 2-amino-N-(1-(6-(2,2,2-trifluoroethoxy)pyridin-3-yl)ethyl)isonicotinamide (25 mg, 0.073 mmol, Step-1, single enantiomer) and pyridine (0.024 mL, 0.29 mmol) in N,N-dimethylacetamide (1 mL) is added isobutyryl chloride (16 mg, 0.15 mmol) at room temperature. After stirring at room temperature for 2 hours, the mixture is poured onto water (2 mL), and the mixture is extracted with ethyl acetate (3 mL). The organic layer is dried over sodium sulfate and concentrated under reduced pres... Starting materials: O=C1SC(C(N1)=O)CC1=CC=C(OCC(=O)NC2=C(C=C(C=C2)OC2=C(C(=C(C=C2)O)C)C)N(C(OC(C)(C)C)=O)C)C=C1 (t-butyl N-{2-[4-(2,4-dioxothiazolidin-5-ylmethyl)phenoxyacetylamino]-5-(4-hydroxy-2,3-dimethylphenoxy)phenyl}-N-methylcarbamate), Cl.O1CCOCC1 (hydrogen chloride dioxane). Reaction conditions: time 44 hour. The product is Cl.OC1=C(C(=C(OC=2C=CC3=C(N(C(=N3)COC3=CC=C(CC4C(NC(S4)=O)=O)C=C3)C)C2)C=C1)C)C (5-{4-[6-(4-Hydroxy-2,3-dimethylphenoxy)-1-methyl-1H-benzimidazole-2-ylmethoxy]benzyl}thiazolidine-2,4-dione hydrochloride). Reaction SMILES: [O:1]=[C:2]1[NH:6][C:5](=[O:7])[CH:4]([CH2:8][C:9]2[CH:44]=[CH:43][C:12]([O:13][CH2:14][C:15]([NH:17][C:18]3[CH:23]=[CH:22][C:21]([O:24][C:25]4[CH:30]=[CH:29][C:28]([OH:31])=[C:27]([CH3:32])[C:26]=4[CH3:33])=[CH:20][C:19]=3[N:34]([CH3:42])C(=O)OC(C)(C)C)=O)=[CH:11][CH:10]=2)[S:3]1.[ClH:45].O1CCOCC1>>[ClH:45].[OH:31][C:28]1[CH:29]=[CH:30][C:25]([O:24][C:21]2[CH:22]=[CH:23][C:18]3[N:17]=[C:15]([CH2:14][O:13][C:12]4[CH:43]=[CH:44][C:9]([CH2:8][CH:4]5[S:3][C:2](=[O:1])[NH:6][C:5]5=[O:7])=[CH:10][CH:11]=4)[N:34]([CH3:42])[C:19]=3[CH:20]=2)=[C:26]([CH3:33])[C:27]=1[CH3:32] |f:1.2,3.4|. Procedure: A mixture of t-butyl N-{2-[4-(2,4-dioxothiazolidin-5-ylmethyl)phenoxyacetylamino]-5-(4-hydroxy-2,3-dimethylphenoxy)phenyl}-N-methylcarbamate (2.35 g) and 4N hydrogen chloride/dioxane (20 ml) was stirred at ambient temperature for 44 hours. The solvent of the reaction mixture was evaporated to dryness. To the residue was added ethyl acetate and insoluble product was collected by filtration and washed with ethyl acetate to give the title compound (1.82 g). Reactants: C(CC)[C@@H]1CC[C@H](CC1)C1CCC(CC1)=O (4-(Trans-4-n-propylcyclohexyl)cyclohexanone), C1(=CC=CC=C1)O (phenol), CaCl, Cl (hydrochloric acid), O (water). The solvent is C1(=CC=CC=C1)C (toluene). Conditions: time 50 hour. Yields the product OC1=CC=C(C=C1)C1(CCC(CC1)[C@@H]1CC[C@H](CC1)CCC)C1=CC=C(C=C1)O (1,1-bis(4-hydroxyphenyl)-4-(trans-4-n-propylcyclohexyl)cyclohexane), diol. Reaction SMILES: [CH2:1]([C@H:4]1[CH2:9][CH2:8][C@H:7]([CH:10]2[CH2:15][CH2:14][C:13](=[O:16])[CH2:12][CH2:11]2)[CH2:6][CH2:5]1)[CH2:2][CH3:3].[C:17]1([OH:23])[CH:22]=[CH:21][CH:20]=[CH:19][CH:18]=1.Cl.O>C1(C)C=CC=CC=1>[OH:16][C:13]1[CH:14]=[CH:15][C:10]([C:7]2([C:20]3[CH:21]=[CH:22][C:17]([OH:23])=[CH:18][CH:19]=3)[CH2:6][CH2:5][CH:4]([C@H:1]3[CH2:3][CH2:2][C@H:1]([CH2:4][CH2:5][CH3:6])[CH2:3][CH2:2]3)[CH2:9][CH2:8]2)=[CH:11][CH:12]=1. Reported procedure: 4-(Trans-4-n-propylcyclohexyl)cyclohexanone (449 g), phenol (756 g) and CaCl (446 g) were mixed, followed by gradually dropwise adding conc. hydrochloric acid (335 ml) with vigorous stirring at room temperature, further agitating the mixture for 30 minutes after completion of the dropwise addition, allowing the resulting material to stand at room temperature, further for 50 hours, adding hot water (2 l) and toluene (3 l), heating the mixture, cooling, filtering off crystals, washing the crystals... Starting materials: ice water, ClCC=1N=C(SC1)NC=O (4-chloromethyl-2-formylaminothiazole), [N+](=O)([O-])C1=CC=C(C=C1)S (4-nitrothiophenol), C([O-])([O-])=O.[K+].[K+] (potassium carbonate). Run in CN(C=O)C (N,N-dimethylformamide). Conditions: temperature 100 celsius. Product: C(=O)NC=1SC=C(N1)CSC1=CC=C(C=C1)[N+](=O)[O-] (2-formylamino-4-(4-nitrophenylthiomethyl)thiazole). Yield: 78.2%. RXN SMILES: Cl[CH2:2][C:3]1[N:4]=[C:5]([NH:8][CH:9]=[O:10])[S:6][CH:7]=1.[N+:11]([C:14]1[CH:19]=[CH:18][C:17]([SH:20])=[CH:16][CH:15]=1)([O-:13])=[O:12].C(=O)([O-])[O-].[K+].[K+]>CN(C)C=O>[CH:9]([NH:8][C:5]1[S:6][CH:7]=[C:3]([CH2:2][S:20][C:17]2[CH:18]=[CH:19][C:14]([N+:11]([O-:13])=[O:12])=[CH:15][CH:16]=2)[N:4]=1)=[O:10] |f:2.3.4|. Procedure: A mixture of 4-chloromethyl-2-formylaminothiazole (1.76 g), 4-nitrothiophenol (1.7 g) and potassium carbonate (1.8 g) in N,N-dimethylformamide (20 ml) was heated at 100° C. with stirring. The reaction mixture was poured into ice-water and stirred at 5° C. for an hour. The precipitates were collected by filtration, washed with water and dried in vacuo to give 2-formylamino-4-(4-nitrophenylthiomethyl)thiazole (2.3 g, yield: 78%). mp: 158°-160° C. IR (Nujol): 3500, 1680, 1595, 1550, 1330 cm-1 Reactants: CC(C)NCC1CC(n2ccc3c(N)ncnc32)C2OC(C)(C)OC12, C[Si](C)(C)CCOCn1c(CC2CC(C=O)C2)nc2cc(C(F)(F)F)c(Cl)cc21, [Mg+2], [Na+], O=S(=O)([O-])[O-], O=C([O-])O. Product: CC(C)N(CC1CC(Cc2nc3cc(C(F)(F)F)c(Cl)cc3n2COCC[Si](C)(C)C)C1)CC1CC(n2ccc3c(N)ncnc32)C2OC(C)(C)OC12. Reaction SMILES: [CH3:30][C:31]1([CH3:54])[O:32][CH:33]2[CH:34]([O:35]1)[CH:36]([CH2:49][NH:50][CH:51]([CH3:52])[CH3:53])[CH2:37][CH:38]2[n:39]1[cH:40][cH:41][c:42]2[c:43]1[n:44][cH:45][n:46][c:47]2[NH2:48].[Cl:1][c:2]1[c:3]([C:26]([F:27])([F:28])[F:29])[cH:4][c:5]2[c:6]([n:7]([CH2:17][O:18][CH2:19][CH2:20][Si:21]([CH3:22])([CH3:23])[CH3:24])[c:8]([CH2:10][CH:11]3[CH2:12][CH:13]([CH:15]=[O:16])[CH2:14]3)[n:9]2)[cH:25]1.[Mg+2:55].[Na+:65].[O-:56][S:57]([O-:58])(=[O:59])=[O:60].[O-:61][C:62]([OH:63])=[O:64]>>[Cl:1][c:2]1[c:3]([C:26]([F:27])([F:28])[F:29])[cH:4][c:5]2[c:6]([n:7]([CH2:17][O:18][CH2:19][CH2:20][Si:21]([CH3:22])([CH3:23])[CH3:24])[c:8]([CH2:10][CH:11]3[CH2:12][CH:13]([CH2:15][N:50]([CH2:49][CH:36]4[CH:34]5[CH:33]([O:32][C:31]([CH3:30])([CH3:54])[O:35]5)[CH:38]([n:39]5[cH:40][cH:41][c:42]6[c:43]5[n:44][cH:45][n:46][c:47]6[NH2:48])[CH2:37]4)[CH:51]([CH3:52])[CH3:53])[CH2:14]3)[n:9]2)[cH:25]1. Reactants: C(O)([O-])=O.[Na+] (sodium hydrogencarbonate), CSC=1OC(=C(N1)C)C (2-methylthio-4,5-dimethyloxazole), S(=S)(=O)([O-])[O-].[Na+].[Na+] (sodium thiosulfate), C1=CC(=CC(=C1)Cl)C(=O)OO (mCPBA). Run in C(Cl)Cl (methylene chloride). Reaction conditions: time 3 hour. Product: CS(=O)(=O)C=1OC(=C(N1)C)C (2-Methylsulfonyl-4,5-dimethyloxazole). RXN SMILES: CS[C:3]1[O:4][C:5]([CH3:9])=[C:6]([CH3:8])[N:7]=1.[CH:10]1C=C(Cl)C=C(C(OO)=O)C=1.[S:21]([O-:25])([O-])(=[O:23])=S.[Na+].[Na+].C(=O)([O-])O.[Na+]>C(Cl)Cl>[CH3:10][S:21]([C:3]1[O:4][C:5]([CH3:9])=[C:6]([CH3:8])[N:7]=1)(=[O:25])=[O:23] |f:2.3.4,5.6|. Procedure details: 3 g of 2-methylthio-4,5-dimethyloxazole were dissolved in 100 ml of methylene chloride and 13 g of mCPBA were added at ice temperature. The batch was stirred for three hours and then added to sodium thiosulfate solution. It was neutralized with sodium hydrogencarbonate and the product was extracted with methylene chloride. After drying over magnesium sulfate, the solvent was distilled off and 2 g of crude product were isolated, which it was directly possible to employ further. Reactants: O=C1CCC(=O)N1Br, CC#N, CCC1CN(C(=O)C(F)(F)F)CCc2cc(OC)ccc21. Product: CCC1CN(C(=O)C(F)(F)F)CCc2cc(OC)c(Br)cc21. RXN SMILES: [Br:22][N:23]1[C:24](=[O:25])[CH2:26][CH2:27][C:28]1=[O:29].[CH3:30][C:31]#[N:32].[F:1][C:2]([C:3](=[O:4])[N:5]1[CH2:6][CH2:7][c:8]2[c:9]([cH:14][cH:15][c:16]([O:18][CH3:19])[cH:17]2)[CH:10]([CH2:12][CH3:13])[CH2:11]1)([F:20])[F:21]>>[F:1][C:2]([C:3](=[O:4])[N:5]1[CH2:6][CH2:7][c:8]2[c:9]([cH:14][c:15]([Br:22])[c:16]([O:18][CH3:19])[cH:17]2)[CH:10]([CH2:12][CH3:13])[CH2:11]1)([F:20])[F:21].